Dataset: the Open Reaction Database (ORD), a public repository of structured organic reaction records. Task: describe an organic reaction: reactants, conditions, products, and yield Starting materials: C1COCCO1, CCOCC, CCOC(C)=O, Cl, CC1Cc2ccc(C3CCN(C(=O)OC(C)(C)C)CC3)cc2CN1c1cc(N2CCN(C)CC2)nc(N)n1. Yields the product Cl, CC1Cc2ccc(C3CCNCC3)cc2CN1c1cc(N2CCN(C)CC2)nc(N)n1. RXN SMILES: [CH2:40]1[O:41][CH2:42][CH2:43][O:44][CH2:45]1.[CH2:52]([O:53][CH2:54][CH3:55])[CH3:56].[CH3:46][CH2:47][O:48][C:49](=[O:50])[CH3:51].[ClH:39].[NH2:1][c:2]1[n:3][c:4]([N:32]2[CH2:33][CH2:34][N:35]([CH3:38])[CH2:36][CH2:37]2)[cH:5][c:6]([N:8]2[CH2:9][c:10]3[cH:11][c:12]([CH:19]4[CH2:20][CH2:21][N:22]([C:25]([O:26][C:27]([CH3:28])([CH3:29])[CH3:30])=[O:31])[CH2:23][CH2:24]4)[cH:13][cH:14][c:15]3[CH2:16][CH:17]2[CH3:18])[n:7]1>>[ClH:39].[NH2:1][c:2]1[n:3][c:4]([N:32]2[CH2:33][CH2:34][N:35]([CH3:38])[CH2:36][CH2:37]2)[cH:5][c:6]([N:8]2[CH2:9][c:10]3[cH:11][c:12]([CH:19]4[CH2:20][CH2:21][NH:22][CH2:23][CH2:24]4)[cH:13][cH:14][c:15]3[CH2:16][CH:17]2[CH3:18])[n:7]1. Run in C(C)#N (ACN), O1CCOCC1 (dioxane), O (H2O). Run at temperature 85 celsius. As a reaction SMILES: Br[C:2]1[C:11]([Cl:12])=[CH:10][C:5]2[N:6]=[C:7]([CH3:9])[O:8][C:4]=2[CH:3]=1.[NH2:13][C:14]1[CH:19]=[CH:18][C:17](B2OC(C)(C)C(C)(C)O2)=[CH:16][N:15]=1.[O-]P([O-])([O-])=O.[K+].[K+].[K+].CC(=O)OCC>C(#N)C.O1CCOCC1.O>[Cl:12][C:11]1[C:2]([C:17]2[CH:18]=[CH:19][C:14]([NH2:13])=[N:15][CH:16]=2)=[CH:3][C:4]2[O:8][C:7]([CH3:9])=[N:6][C:5]=2[CH:10]=1 |f:2.3.4.5|. Reactants: CC(OCC)=O (EA), BrC1=CC2=C(N=C(O2)C)C=C1Cl (6-bromo-5-chloro-2-methylbenzoxazole), NC1=NC=C(C=C1)B1OC(C)(C)C(C)(C)O1 (2-aminopyridine-5-boronic acid pinacol ester), Bis(dicyclohexyl(4-dimethylaminophenyl)phosphine)dichloropalladium (II), [O-]P(=O)([O-])[O-].[K+].[K+].[K+] (K3PO4). The yield is 60.1%. Reported procedure: A mixture of 6-bromo-5-chloro-2-methylbenzoxazole (35) (123 mg, 0.5 mmol), 2-aminopyridine-5-boronic acid pinacol ester (11) (130 mg, 0.6 mmol), Bis(dicyclohexyl(4-dimethylaminophenyl)phosphine)dichloropalladium (II) (35 mg) and K3PO4 (106 mg, 0.5 mmol) in 1 ml ACN, 1 ml dioxane, 0.25 ml H2O was bubbled with argon before heated at 85° C. for 6 h. After cooling down to r.t., the reaction mixture was taken up in EA, washed with aq. NaHCO3 and brine, dried over Na2SO4, concentrated to dryness. The ... Product: ClC=1C(=CC2=C(N=C(O2)C)C1)C=1C=CC(=NC1)N (5-(5-chloro-2-methylbenzoxazol-6-yl)-2-pyridylamine).